Dataset: the Open Reaction Database (ORD), a public repository of structured organic reaction records. Task: describe an organic reaction: reactants, conditions, products, and yield Starting materials: CC=CC=O, Nc1ccccc1-c1[nH]ncc1[N+](=O)[O-]. The product is CC=CC1Nc2ccccc2-c2c([N+](=O)[O-])cnn21. Reaction SMILES: [CH:16]([CH:17]=[CH:18][CH3:19])=[O:20].[NH2:1][c:2]1[c:3](-[c:8]2[c:9]([N+:13](=[O:14])[O-:15])[cH:10][n:11][nH:12]2)[cH:4][cH:5][cH:6][cH:7]1>>[NH:1]1[c:2]2[c:3]([cH:4][cH:5][cH:6][cH:7]2)-[c:8]2[c:9]([N+:13](=[O:14])[O-:15])[cH:10][n:11][n:12]2[CH:16]1[CH:17]=[CH:18][CH3:19]. Starting materials: ClC1=NC=NC(=C1)C1=CC(=CC=C1)F (4-chloro-6-(3-fluorophenyl)pyrimidine), CC(C#CC)O (3-pentyn-2-ol), O (water), [H-].[Na+] (sodium hydride). Run in CN(C=O)C (N,N-dimethylformamide). Conditions: time 8 hour. Yields the product FC=1C=C(C=CC1)C1=NC=NC(=C1)OC(C#CC)C (4-(3-fluorophenyl)-6-(1-methyl-2-butynyloxy)pyrimidine). Yield: 66.2%. RXN SMILES: Cl[C:2]1[CH:7]=[C:6]([C:8]2[CH:13]=[CH:12][CH:11]=[C:10]([F:14])[CH:9]=2)[N:5]=[CH:4][N:3]=1.[CH3:15][CH:16]([OH:20])[C:17]#[C:18][CH3:19].[H-].[Na+].O>CN(C)C=O>[F:14][C:10]1[CH:9]=[C:8]([C:6]2[CH:7]=[C:2]([O:20][CH:16]([CH3:15])[C:17]#[C:18][CH3:19])[N:3]=[CH:4][N:5]=2)[CH:13]=[CH:12][CH:11]=1 |f:2.3|. Reported procedure: In 5 ml of N,N-dimethylformamide were dissolved 246 mg of 4-chloro-6-(3-fluorophenyl)pyrimidine and 119 mg of 3-pentyn-2-ol, to which 57 mg of sodium hydride (60% in oil) was added, followed by stirring at room temperature for 8 hours. The reaction mixture was then poured into water and extracted with ethyl acetate. The organic layer was washed with a saturated aqueous sodium chloride solution, dried over anhydrous magnesium sulfate, and then concentrated. The resulting residue was subjected to ... The reactants are O=C(O)c1ncccn1, CCNC(C)C. Reagents/catalysts: C1CCN(C1)[P+](N2CCCC2)(N3CCCC3)ON4C5=CC=CC=C5N=N4.F[P-](F)(F)(F)(F)F (PyBOP), CCN(C(C)C)C(C)C (DIPEA). The solvent is CN(C)C=O (DMF), CN(C)C=O (DMF), CN(C)C=O (DMF), CN(C)C=O (DMF), CN(C)C=O (DMF), CN(C)C=O (DMF). Run at temperature 25 celsius, time 2 hour. Product: CCN(C(=O)c1ncccn1)C(C)C. The yield is 51.8%. Reaction SMILES: CCNC(C)C.O=C(O)c1ncccn1.C1CCN(C1)[P+](N2CCCC2)(N3CCCC3)ON4C5=CC=CC=C5N=N4.F[P-](F)(F)(F)(F)F.CCN(C(C)C)C(C)C.CN(C)C=O>>CCN(C(=O)c1ncccn1)C(C)C. Starting materials: C1[C@@H](CC[C@H](C1)C(=O)O)CN (tranexamic acid), C(C1=CC=CC=C1)(=O)OC(C(C)C)OC(=O)ON1C(CCC1=O)=O (1-[(2,5-dioxopyrrolidinyl)oxycarbonyloxy]-2-methylpropyl benzoate). Run in CC(C)(C)OC.CC(=O)C.O (MTBE acetone water). Product: C(C1=CC=CC=C1)(=O)OC(C(C)C)OC(=O)NC[C@@H]1CC[C@H](CC1)C(=O)O (trans-4-{[1-(Benzoyloxy)-2-methylpropoxycarbonyl]aminomethyl}-Cyclohexanecarboxylic Acid). The yield is 35.3%. As a reaction SMILES: [CH2:1]1[CH2:6][C@H:5]([C:7]([OH:9])=[O:8])[CH2:4][CH2:3][C@H:2]1[CH2:10][NH2:11].[C:12]([O:20][CH:21]([O:25][C:26](ON1C(=O)CCC1=O)=[O:27])[CH:22]([CH3:24])[CH3:23])(=[O:19])[C:13]1[CH:18]=[CH:17][CH:16]=[CH:15][CH:14]=1>CC(OC)(C)C.CC(C)=O.O>[C:12]([O:20][CH:21]([O:25][C:26]([NH:11][CH2:10][C@H:2]1[CH2:3][CH2:4][C@H:5]([C:7]([OH:9])=[O:8])[CH2:6][CH2:1]1)=[O:27])[CH:22]([CH3:24])[CH3:23])(=[O:19])[C:13]1[CH:18]=[CH:17][CH:16]=[CH:15][CH:14]=1 |f:2.3.4|. Procedure: Following the general nucleophilic carbamoylation procedure, tranexamic acid (630 mg, 4.0 mmol) and 1-[(2,5-dioxopyrrolidinyl)oxycarbonyloxy]-2-methylpropyl benzoate (500 mg, 1.5 mmol) were reacted in the MTBE/acetone/water mixture (16 mL) to yield the title compound 49 (200 mg, 35% yield) as a white powder after work-up and mass-guided preparative HPLC purification. 1H NMR (400 MHz, DMSO-d6): δ=0.84-0.91 (br. m, 2H), 0.99 (d, J=6.8 Hz, 6H), 1.16-1.31 (br. m, 3H), 1.66-1.68 (br. m, 2H), 1.82-1.8... Starting materials: BrC=1C(=NC=C(C(=O)N[C@H](CC(C)C)CO)C1)Cl (5-Bromo-6-chloro-N—((R)-1-hydroxymethyl-3-methyl-butyl)-nicotinamide), COC(C)(C)OC (2,2-dimethoxypropane). Reagents/catalysts: C12(C(=O)CC(CC1)C2(C)C)CS(=O)(=O)O (camphorsulfonic acid). The solvent is C(C)N(CC)CC (triethylamine). Conditions: temperature 60 celsius, time 24 hour. The product is BrC=1C=C(C=NC1Cl)C(=O)N1C(OC[C@H]1CC(C)C)(C)C ((5-Bromo-6-chloro-pyridin-3-yl)-((R)-4-isobutyl-2,2-dimethyl-oxazolidin-3-yl)-methanone). Isolated yield 66.5%. As a reaction SMILES: [Br:1][C:2]1[C:3]([Cl:18])=[N:4][CH:5]=[C:6]([CH:17]=1)[C:7]([NH:9][C@@H:10]([CH2:15][OH:16])[CH2:11][CH:12]([CH3:14])[CH3:13])=[O:8].CO[C:21](OC)([CH3:23])[CH3:22]>C12(CS(O)(=O)=O)C(C)(C)C(CC1)CC2=O.C(N(CC)CC)C>[Br:1][C:2]1[CH:17]=[C:6]([C:7]([N:9]2[C@H:10]([CH2:11][CH:12]([CH3:14])[CH3:13])[CH2:15][O:16][C:21]2([CH3:23])[CH3:22])=[O:8])[CH:5]=[N:4][C:3]=1[Cl:18]. Procedure details: 5-Bromo-6-chloro-N—((R)-1-hydroxymethyl-3-methyl-butyl)-nicotinamide (2.6 g, 8.0 mmol) was dissolved in 2,2-dimethoxypropane (25 mL, 200 mmol). To the solution was added camphorsulfonic acid (19 mg, 0.08 mmol) and the reaction mixture was stirred for 24 h at 60° C. After cooling drops of triethylamine were added and the solvent was evaporated in vacuo. The residue was purified by column chromatography on silica (cyclohexane/ethyl acetate gradient) to yield 2.0 g of the title compound as light ye... Starting materials: CC(Oc1ccc(S(C)(=O)=O)cc1C(=O)O)C(F)(F)F, FC(F)(F)c1cc2c(cc1I)CNC2. Yields the product CC(Oc1ccc(S(C)(=O)=O)cc1C(=O)N1Cc2cc(I)c(C(F)(F)F)cc2C1)C(F)(F)F. RXN SMILES: [CH3:15][S:16](=[O:17])(=[O:18])[c:19]1[cH:20][cH:21][c:22]([O:28][CH:29]([C:30]([F:31])([F:32])[F:33])[CH3:34])[c:23]([C:24](=[O:25])[OH:26])[cH:27]1.[I:1][c:2]1[cH:3][c:4]2[c:8]([cH:9][c:10]1[C:11]([F:12])([F:13])[F:14])[CH2:7][NH:6][CH2:5]2>>[I:1][c:2]1[cH:3][c:4]2[c:8]([cH:9][c:10]1[C:11]([F:12])([F:13])[F:14])[CH2:7][N:6]([C:24]([c:23]1[c:22]([O:28][CH:29]([C:30]([F:31])([F:32])[F:33])[CH3:34])[cH:21][cH:20][c:19]([S:16]([CH3:15])(=[O:17])=[O:18])[cH:27]1)=[O:25])[CH2:5]2. The reactants are O=C([O-])[O-], CCCCBr, ClCCl, CN(C)c1ccccn1, CN(C)C=O, C(=NC1CCCCC1)=NC1CCCCC1, N#Cc1ccc(O)cc1F, CCCCOc1ccc(C(=O)O)c(F)c1, CCCCCCCCc1ccc(O)c(F)c1F, [K+], [K+]. Yields the product CCCCCCCCc1ccc(OC(=O)c2ccc(OCCCC)cc2F)c(F)c1F. RXN SMILES: [C:26](=[O:27])([O-:28])[O-:29].[CH2:31]([Br:32])[CH2:33][CH2:34][CH3:35].[CH2:83]([Cl:84])[Cl:85].[CH3:37][N:38]([c:39]1[cH:40][cH:41][cH:42][cH:43][n:44]1)[CH3:45].[CH3:78][N:79]([CH3:80])[CH:81]=[O:82].[CH:63]1([N:64]=[C:65]=[N:66][CH:67]2[CH2:68][CH2:69][CH2:70][CH2:71][CH2:72]2)[CH2:73][CH2:74][CH2:75][CH2:76][CH2:77]1.[F:16][c:17]1[cH:18][c:19]([OH:20])[cH:21][cH:22][c:23]1[C:24]#[N:25].[F:1][c:2]1[c:3]([C:4](=[O:5])[OH:6])[cH:7][cH:8][c:9]([O:11][CH2:12][CH2:13][CH2:14][CH3:15])[cH:10]1.[F:46][c:47]1[c:48]([OH:62])[cH:49][cH:50][c:51]([CH2:54][CH2:55][CH2:56][CH2:57][CH2:58][CH2:59][CH2:60][CH3:61])[c:52]1[F:53].[K+:30].[K+:36]>>[F:1][c:2]1[c:3]([C:4](=[O:5])[O:6][c:48]2[c:47]([F:46])[c:52]([F:53])[c:51]([CH2:54][CH2:55][CH2:56][CH2:57][CH2:58][CH2:59][CH2:60][CH3:61])[cH:50][cH:49]2)[cH:7][cH:8][c:9]([O:11][CH2:12][CH2:13][CH2:14][CH3:15])[cH:10]1. Reactants: BrN1C(CCC1=O)=O (N-bromosuccinimide), ClC1=CC=C(C=C1)C(=O)C1=C(SC=C1)C1=NN(C=N1)C1OCCCC1 ((4-chlorophenyl){2-[1-(tetrahydro-2H-pyran-2-yl)-1H-1,2,4-triazol-3-yl]-3-thienyl}methanone), CN(C=O)C (N,N-dimethylformamide), BrN1C(CCC1=O)=O (N-bromosuccinimide), CN(C=O)C (N,N-dimethylformamide). Solvent: O (water), C([O-])(O)=O.[Na+] (sodium bicarbonate). Yields the product BrC1=CC(=C(S1)C1=NN(C=N1)C1OCCCC1)C(=O)C1=CC=C(C=C1)Cl ((5-bromo-2-(1-(tetrahydro-2H-pyran-2-yl)-1H-1,2,4-triazol-3-yl)thiophen-3-yl)(4-chlorophenyl)methanone). RXN SMILES: [Cl:1][C:2]1[CH:7]=[CH:6][C:5]([C:8]([C:10]2[CH:14]=[CH:13][S:12][C:11]=2[C:15]2[N:19]=[CH:18][N:17]([CH:20]3[CH2:25][CH2:24][CH2:23][CH2:22][O:21]3)[N:16]=2)=[O:9])=[CH:4][CH:3]=1.CN(C)C=O.[Br:31]N1C(=O)CCC1=O>O.C(=O)(O)[O-].[Na+]>[Br:31][C:13]1[S:12][C:11]([C:15]2[N:19]=[CH:18][N:17]([CH:20]3[CH2:25][CH2:24][CH2:23][CH2:22][O:21]3)[N:16]=2)=[C:10]([C:8]([C:5]2[CH:6]=[CH:7][C:2]([Cl:1])=[CH:3][CH:4]=2)=[O:9])[CH:14]=1 |f:4.5|. Procedure details: To a mixture of (4-chlorophenyl){2-[1-(tetrahydro-2H-pyran-2-yl)-1H-1,2,4-triazol-3-yl]-3-thienyl}methanone (20.2 g, 54.0 mmol) in N,N-dimethylformamide (350 mL, 4500 mmol) was added dropwise a solution of N-bromosuccinimide (14.42 g, 81.05 mmol) in N,N-dimethylformamide (50 mL, 600 mmol) under argon. The mixture was stirred at rt with care taken to block the reaction from exposure to ambient light. After 3 h reaction, LCMS showed both starting material and product. Additional N-bromosuccinimide... As a reaction SMILES: [Cl-:31].[ClH:36].[Na+:35].[O:1]=[C:2]([CH2:3][C:4](=[O:5])[O:6][CH2:7][CH3:8])[CH2:9][c:10]1[cH:11][cH:12][c:13]([O:16][CH2:17][c:18]2[c:19]([O:24][c:25]3[cH:26][cH:27][cH:28][cH:29][cH:30]3)[cH:20][cH:21][cH:22][cH:23]2)[cH:14][cH:15]1.[O:37]1[CH2:38][CH2:39][O:40][CH2:41][CH2:42]1.[OH-:34].[OH:32][NH3+:33]>>[O:1]=[C:2]([CH2:3][C:4](=[O:5])[NH:33][OH:32])[CH2:9][c:10]1[cH:11][cH:12][c:13]([O:16][CH2:17][c:18]2[c:19]([O:24][c:25]3[cH:26][cH:27][cH:28][cH:29][cH:30]3)[cH:20][cH:21][cH:22][cH:23]2)[cH:14][cH:15]1. Reactants: [Cl-], Cl, [Na+], CCOC(=O)CC(=O)Cc1ccc(OCc2ccccc2Oc2ccccc2)cc1, C1COCCO1, [OH-], [NH3+]O. The product is O=C(CC(=O)NO)Cc1ccc(OCc2ccccc2Oc2ccccc2)cc1.